Dataset: the Open Reaction Database (ORD), a public repository of structured organic reaction records. Task: describe an organic reaction: reactants, conditions, products, and yield The reactants are C1(CC1)COC1=C(N=CC(=N1)C(=O)O)N1CC(C1)(F)F (6-cyclopropylmethoxy-5-(3,3-difluoro-azetidin-1-yl)-pyrazine-2-carboxylic acid), N[C@H](C(=O)N)C1=CC=CC=C1 ((S)-2-amino-2-phenyl-acetamide). Product: C(N)(=O)[C@H](C1=CC=CC=C1)NC(=O)C1=NC(=C(N=C1)N1CC(C1)(F)F)OCC1CC1 (6-Cyclopropylmethoxy-5-(3,3-difluoro-azetidin-1-yl)-pyrazine-2-carboxylic acid ((S)-carbamoyl-phenyl-methyl)-amide). As a reaction SMILES: [CH:1]1([CH2:4][O:5][C:6]2[N:11]=[C:10]([C:12]([OH:14])=O)[CH:9]=[N:8][C:7]=2[N:15]2[CH2:18][C:17]([F:20])([F:19])[CH2:16]2)[CH2:3][CH2:2]1.[NH2:21][C@@H:22]([C:26]1[CH:31]=[CH:30][CH:29]=[CH:28][CH:27]=1)[C:23]([NH2:25])=[O:24]>>[C:23]([C@@H:22]([NH:21][C:12]([C:10]1[CH:9]=[N:8][C:7]([N:15]2[CH2:18][C:17]([F:20])([F:19])[CH2:16]2)=[C:6]([O:5][CH2:4][CH:1]2[CH2:2][CH2:3]2)[N:11]=1)=[O:14])[C:26]1[CH:27]=[CH:28][CH:29]=[CH:30][CH:31]=1)(=[O:24])[NH2:25]. Reported procedure: The title compound was synthesized in analogy to Example 15, using 6-cyclopropylmethoxy-5-(3,3-difluoro-azetidin-1-yl)-pyrazine-2-carboxylic acid (Example 8d, 100 mg, 0.35 mmol) and (S)-2-amino-2-phenyl-acetamide (CAN 6485-52-5, 52.6 mg, 0.53 mmol) as starting materials, and isolated (25 mg, 17.07%) as light brown solid; LC-MS (UV peak area, ESI) 98.31%, 418.0 (M+H). Reactants: CC=1NC=CN1 (2-methylimidazole), ClC=1N=C(C2=C(N1)SC=C2C)NCC2=CC(=C(C=C2)OC)OC (2-chloro-5-methyl-4-(3,4-dimethoxybenzylamino)-thieno-[2,3-d]-pyrimidine). The product is CC=1N(C=CN1)C=1N=C(C2=C(N1)SC=C2C)NCC2=CC(=C(C=C2)OC)OC (2-(2-methylimidazol-1-yl)-5-methyl-4-(3,4-dimethoxybenzylamino)-thieno-[2,3-d]-pyrimidine). RXN SMILES: [CH3:1][C:2]1[NH:3][CH:4]=[CH:5][N:6]=1.Cl[C:8]1[N:9]=[C:10]([NH:18][CH2:19][C:20]2[CH:25]=[CH:24][C:23]([O:26][CH3:27])=[C:22]([O:28][CH3:29])[CH:21]=2)[C:11]2[C:16]([CH3:17])=[CH:15][S:14][C:12]=2[N:13]=1>>[CH3:1][C:2]1[N:3]([C:8]2[N:9]=[C:10]([NH:18][CH2:19][C:20]3[CH:25]=[CH:24][C:23]([O:26][CH3:27])=[C:22]([O:28][CH3:29])[CH:21]=3)[C:11]3[C:16]([CH3:17])=[CH:15][S:14][C:12]=3[N:13]=2)[CH:4]=[CH:5][N:6]=1. Procedure details: Following the procedure of Example 97, the reaction of 2-methylimidazole with 2-chloro-5-methyl-4-(3,4-dimethoxybenzylamino)-thieno-[2,3-d]-pyrimidine gives 2-(2-methylimidazol-1-yl)-5-methyl-4-(3,4-dimethoxybenzylamino)-thieno-[2,3-d]-pyrimidine. The reactants are CN(C)CCN(C)C (TMEDA), N[C@@H](C[SeH])C(=O)O.[Li]CCCC (Sec BuLi), ClCCCC=O (1-chlorobutan-4-al), C=1(C(OC)=CC=CC1)OC (veratrole). The solvent is C1CCOC1 (THF), [Cl-].[Na+].O (brine), C1CCOC1 (THF). Run at temperature -78 celsius, time 10 minute. The product is COC1=C(C=CC=C1OC)C(CCCCl)O (1-(2,3-dimethoxyphenyl)-4-chlorobutan-1-ol). Isolated yield 20.0%. As a reaction SMILES: CN(CCN(C)C)C.N[C@H](C(O)=O)C[SeH].[Li]CCCC.[C:21]1([O:29][CH3:30])[C:22](=[CH:25][CH:26]=[CH:27][CH:28]=1)[O:23][CH3:24].[Cl:31][CH2:32][CH2:33][CH2:34][CH:35]=[O:36]>C1COCC1.[Cl-].[Na+].O>[CH3:24][O:23][C:22]1[C:21]([O:29][CH3:30])=[CH:28][CH:27]=[CH:26][C:25]=1[CH:35]([OH:36])[CH2:34][CH2:33][CH2:32][Cl:31] |f:1.2,6.7.8|. Procedure details: To a solution of TMEDA (6.6 mmol) in dry THF (15 mL), was added Sec-BuLi (6.6 mmol) slowly at −78° C. The reaction mixture was stirred at −78° C. for 10 minute, veratrole (6.0 mmol) in THF (3 mL) was added slowly. The reaction was stirred at −78° C. for 30 minutes, 1-chlorobutan-4-al (6.6 mmol) was added and stirred at −78° C. for 2 hr. The reaction mixture was warmed to rt, added brine (1 mL), and filtered. The filtrate was dried over MgSO4, filtered and concentrated to a residue. The residue w... Starting materials: FC1=CC(=C(OC2=C(C(=O)O)C=CC=C2)C=C1)NC(=O)NC=1SC=CN1 (2-[4-fluoro-2-(3-thiazol-2-yl-ureido)-phenoxy]-benzoic acid), solution, CN (methyl amine), C1CCOC1 (THF). The product is FC1=CC(=C(OC2=C(C(=O)NC)C=CC=C2)C=C1)NC(=O)NC=1SC=CN1 (2-[4-Fluoro-2-(3-thiazol-2-yl-ureido)-phenoxy]-N-methyl-benzamide). RXN SMILES: [F:1][C:2]1[CH:17]=[CH:16][C:5]([O:6][C:7]2[CH:15]=[CH:14][CH:13]=[CH:12][C:8]=2[C:9]([OH:11])=O)=[C:4]([NH:18][C:19]([NH:21][C:22]2[S:23][CH:24]=[CH:25][N:26]=2)=[O:20])[CH:3]=1.[CH3:27][NH2:28].C1COCC1>>[F:1][C:2]1[CH:17]=[CH:16][C:5]([O:6][C:7]2[CH:15]=[CH:14][CH:13]=[CH:12][C:8]=2[C:9]([NH:28][CH3:27])=[O:11])=[C:4]([NH:18][C:19]([NH:21][C:22]2[S:23][CH:24]=[CH:25][N:26]=2)=[O:20])[CH:3]=1. Procedure details: 2-[4-Fluoro-2-(3-thiazol-2-yl-ureido)-phenoxy]-N-methyl-benzamide was prepared from 2-[4-fluoro-2-(3-thiazol-2-yl-ureido)-phenoxy]-benzoic acid and 1N solution of methyl amine in THF (0.5 mL, 0.5 mmol) following the general procedure K. Starting materials: S(=O)(Cl)Cl (thionyl chloride), C1=CC(=CC=C1[C@H](C(=O)O)N)O (D-4-hydroxyphenylglycine), CO (methanol). Conditions: time 8 hour. Product: COC(C(C1=CC=C(C=C1)O)N)=O (amino-(4-hydroxy-phenyl)-acetic acid methyl ester). As a reaction SMILES: S(Cl)(Cl)=O.[CH:5]1[C:10]([C@@H:11]([NH2:15])[C:12]([OH:14])=[O:13])=[CH:9][CH:8]=[C:7]([OH:16])[CH:6]=1.[CH3:17]O>>[CH3:17][O:13][C:12](=[O:14])[CH:11]([NH2:15])[C:10]1[CH:9]=[CH:8][C:7]([OH:16])=[CH:6][CH:5]=1. Reported procedure: To 50 mL of methanol cooled to 0° C. was dropwise added 3.75 mL of thionyl chloride foolowed by 5.0 g (0.030 mmol) of D-4-hydroxyphenylglycine. The reaction was heated to reflux for 5 h then stirred overnight at room temperature. The resulting mixture was concentrated in vacuo and the residue was diluted with ether. The resulting solid was collected by filtration and dried in vacuo to provide 5.9 g of amino-(4-hydroxy-phenyl)-acetic acid methyl ester as a white solid. Electrospray Mass Spec 182.... Starting materials: ClC1=C(C=CC2=CC=CC=C12)O (1-chloronaphthalen-2-ol), Br (HBr). Run in CO (MeOH), OO (H2O2). Reaction conditions: temperature 40 celsius, time 8 hour. Yields the product BrC=1C=C2C=CC(=C(C2=CC1)Cl)O (6-bromo-1-chloronaphthalen-2-ol). As a reaction SMILES: [Cl:1][C:2]1[C:11]2[C:6](=[CH:7][CH:8]=[CH:9][CH:10]=2)[CH:5]=[CH:4][C:3]=1[OH:12].[BrH:13]>CO.OO>[Br:13][C:8]1[CH:7]=[C:6]2[C:11](=[CH:10][CH:9]=1)[C:2]([Cl:1])=[C:3]([OH:12])[CH:4]=[CH:5]2. Procedure details: To a solution of 400 mg (2.24 mmol) of 1-chloronaphthalen-2-ol in 3 mL of MeOH, HBr (purum p.a., ≧62%, 270 μL) and H2O2 (50 wt. % in water solution, 27 μL) were added. The resulting mixture was heated at 40° C. and stirred overnight. The mixture was quenched with water (10 mL) and extracted with ethyl acetate (10 mL×2). The organic layer was dried over anhydrous sodium sulfate, filtered, and concentrated in vacuo to afford 6-bromo-1-chloronaphthalen-2-ol as pale yellow solid which was used in th... The reactants are resultant mixture, [C-]#N.[K+] (potassium cyanide), FC=1C=C(C=O)C=CC1 (3-fluorobenzaldehyde), C(C=C)(=O)OCC (Ethyl acrylate), O (Water). The solvent is CN(C=O)C (N,N-dimethylformamide). Run at temperature 45 celsius. The product is COC(CCC(=O)C1=CC(=CC=C1)F)=O (Methyl-4-(3-fluorophenyl)-4-oxobutanoate). As a reaction SMILES: [C-]#N.[K+].[F:4][C:5]1[CH:6]=[C:7]([CH:10]=[CH:11][CH:12]=1)[CH:8]=[O:9].[C:13]([O:17][CH2:18]C)(=[O:16])[CH:14]=[CH2:15].O>CN(C)C=O>[CH3:18][O:17][C:13](=[O:16])[CH2:14][CH2:15][C:8]([C:7]1[CH:10]=[CH:11][CH:12]=[C:5]([F:4])[CH:6]=1)=[O:9] |f:0.1|. Procedure: To a stirred suspension of potassium cyanide (3.25 g) in N,N-dimethylformamide (30 cm3), being maintained at a temperature of 45° C., was added 3-fluorobenzaldehyde (25.0 g). Ethyl acrylate (18.46 cm3) was then added and the resultant mixture was stirred at 40° C. for 2 h. Water (200 cm3) was added and the aqueous mixture was extracted with diethyl ether (2×125 cm3). The organic extracts were washed with water (100 cm3) and saturated aqueous sodium chloride solution (100 cm3) before being dried ... Product: C(C)(C)(C)C1=NC=C(C2=CC(=C(C=C12)OC)OC)CC(=O)O ((1-tert.-Butyl-6,7-dimethoxy-isoquinolin-4-yl)-acetic acid). RXN SMILES: [CH:1]([C:4]1[C:13]2[C:8](=[CH:9][C:10]([O:16][CH3:17])=[C:11]([O:14][CH3:15])[CH:12]=2)[C:7]([CH2:18][C:19]([OH:21])=[O:20])=[CH:6][N:5]=1)([CH3:3])[CH3:2].[CH3:22]OC1C=C2C(C(C(C)C(O)=O)=CN=C2N2CCOCC2)=CC=1>>[C:1]([C:4]1[C:13]2[C:8](=[CH:9][C:10]([O:16][CH3:17])=[C:11]([O:14][CH3:15])[CH:12]=2)[C:7]([CH2:18][C:19]([OH:21])=[O:20])=[CH:6][N:5]=1)([CH3:22])([CH3:3])[CH3:2]. Reactants: C(C)(C)C1=NC=C(C2=CC(=C(C=C12)OC)OC)CC(=O)O ((1-Isopropyl-6,7-dimethoxy-isoquinolin-4-yl)-acetic acid), Intermediate 27, ethyl ester, Intermediate 41, COC1=CC=C2C(=CN=C(C2=C1)N1CCOCC1)C(C(=O)O)C (2-(7Methoxy-1-morpholin-4-yl-isoquinolin4-yl)-propionic acid). Reported procedure: (1-Isopropyl-6,7-dimethoxy-isoquinolin-4-yl)-acetic acid, characterised as the ethyl ester 1H NMR (400 MHz, CDCl3) δ 1.25 (t J 7 3H), 1.45 (d J 7 3H), 3.82 (heptet J 7 1H), 3.90 (s 2H), 3.08 (s 2H), 4.15 (q J 7 2H), 7.28 (s 1H), 7.48 (s 1H), 8.30 (s 1H). Intermediate 41: 2-(7Methoxy-1-morpholin-4-yl-isoquinolin4-yl)-propionic acid mp 225-227° C., is prepared according to the procedure for Intermediate 27. Starting materials: C1CCOC1, CC(C)NC(C)C, Clc1ccc2[nH]c(C(Cl)(Cl)Cl)nc2c1, [Na+], O=C([O-])O, O. Yields the product CC(C)N(C(=O)c1nc2cc(Cl)ccc2[nH]1)C(C)C. Reaction SMILES: [CH2:27]1[O:28][CH2:29][CH2:30][CH2:31]1.[CH:15]([CH3:16])([CH3:17])[NH:18][CH:19]([CH3:20])[CH3:21].[Cl:1][c:2]1[cH:3][c:4]2[c:5]([nH:6][c:7]([C:9]([Cl:10])([Cl:11])[Cl:12])[n:8]2)[cH:13][cH:14]1.[Na+:26].[O-:22][C:23]([OH:24])=[O:25].[OH2:32]>>[Cl:1][c:2]1[cH:3][c:4]2[c:5]([nH:6][c:7]([C:9]([N:18]([CH:15]([CH3:16])[CH3:17])[CH:19]([CH3:20])[CH3:21])=[O:22])[n:8]2)[cH:13][cH:14]1. Reactants: N1=CC=CC=C1 (Pyridine), C(C)(C)(C)OC(=O)C1(CCC1)O\N=C(/C(=O)NC1[C@@H]2N(C(=C(CS2)C=CCI)C(=O)OC(C2=CC=CC=C2)C2=CC=CC=C2)C1=O)\C=1N=C(SC1)NC(C1=CC=CC=C1)(C1=CC=CC=C1)C1=CC=CC=C1 (diphenylmethyl 7-[(Z)-2-(1-t-butoxycarbonylcyclobut-1-oxyimino)-2-(2-tritylaminothiazol-4-yl)acetamido]-3-(3-iodo-1-propen-1-yl)-3-cephem-4-carboxylate). Run in ClCCl (dichloromethane), C(C)(C)OC(C)C (diisopropyl ether). Run at time 2.5 hour. The product is NC=1SC=C(N1)/C(/C(=O)NC1[C@@H]2N(C(=C(CS2)\C=C\C[N+]2=CC=CC=C2)C(=O)[O-])C1=O)=N/OC1(CCC1)C(=O)O (7-[(Z)-2-(2-Aminothiazol-4-yl)-2-(1-carboxycyclobut-1-oxyimino)acetamido]-3-[(E)-3-pyridinio-1-propen-1-yl]-3-cephem-4-carboxylate). Reaction SMILES: [N:1]1[CH:6]=[CH:5][CH:4]=[CH:3][CH:2]=1.C([O:11][C:12]([C:14]1([O:18]/[N:19]=[C:20](/[C:53]2[N:54]=[C:55]([NH:58]C(C3C=CC=CC=3)(C3C=CC=CC=3)C3C=CC=CC=3)[S:56][CH:57]=2)\[C:21]([NH:23][CH:24]2[C:51](=[O:52])[N:26]3[C:27]([C:35]([O:37]C(C4C=CC=CC=4)C4C=CC=CC=4)=[O:36])=[C:28]([CH:31]=[CH:32][CH2:33]I)[CH2:29][S:30][C@H:25]23)=[O:22])[CH2:17][CH2:16][CH2:15]1)=[O:13])(C)(C)C>ClCCl.C(OC(C)C)(C)C>[NH2:58][C:55]1[S:56][CH:57]=[C:53](/[C:20](=[N:19]/[O:18][C:14]2([C:12]([OH:13])=[O:11])[CH2:17][CH2:16][CH2:15]2)/[C:21]([NH:23][CH:24]2[C:51](=[O:52])[N:26]3[C:27]([C:35]([O-:37])=[O:36])=[C:28](/[CH:31]=[CH:32]/[CH2:33][N+:1]4[CH:6]=[CH:5][CH:4]=[CH:3][CH:2]=4)[CH2:29][S:30][C@H:25]23)=[O:22])[N:54]=1. Reported procedure: Pyridine (0.1 ml, 1.2 mmole) was added to a solution of diphenylmethyl 7-[(Z)-2-(1-t-butoxycarbonylcyclobut-1-oxyimino)-2-(2-tritylaminothiazol-4-yl)acetamido]-3-(3-iodo-1-propen-1-yl)-3-cephem-4-carboxylate (X-5', 659 mg, 9.6 mmole) in dichloromethane (7 ml). The mixture was stirred at room temperature for 2.5 hours and diluted with diisopropyl ether. The resulting solid (383 mg) was collected by filtration and treated with 90% trifluoroacetic acid (5 ml) and anisole (1 ml) at room temperature ...